From a dataset of the Open Reaction Database (ORD), a public repository of structured organic reaction records. describe an organic reaction: reactants, conditions, products, and yield Starting materials: [Cl-].[Ca+2].[Cl-] (calcium chloride), C1(=CC=CC=C1)CCCCCC1(OC1)C(=O)[O-].[Na+] (sodium 2-(5-phenylpentyl)oxirane-2-carboxylate). Solvent: O (water), O (water). Product: [Ca].C1(=CC=CC=C1)CCCCCC1(OC1)C(=O)[O-] (Calcium 2-(5-phenylpentyl)oxirane-2-carboxylate). Reaction SMILES: [Cl-].[Ca+2:2].[Cl-].[C:4]1([CH2:10][CH2:11][CH2:12][CH2:13][CH2:14][C:15]2([C:18]([O-:20])=[O:19])[CH2:17][O:16]2)[CH:9]=[CH:8][CH:7]=[CH:6][CH:5]=1.[Na+]>O>[Ca:2].[C:4]1([CH2:10][CH2:11][CH2:12][CH2:13][CH2:14][C:15]2([C:18]([O-:20])=[O:19])[CH2:17][O:16]2)[CH:5]=[CH:6][CH:7]=[CH:8][CH:9]=1 |f:0.1.2,3.4,6.7|. Reported procedure: A solution of 400 mg calcium chloride in 5 ml of water is added dropwise to a solution of 1.0 g of sodium 2-(5-phenylpentyl)oxirane-2-carboxylate in 30 ml of water. The mixture is stirred thoroughly. The solution is decanted from the viscous precipitate which has separated out. The precipitate is stirred again with water and decanted. After drying over phosphorus pentoxide 820 mg of the title compound (softening at 270° C. and melting at about 300° C. under decomposition) are obtained. Starting materials: COC(=O)C(O)C(NC(=O)OC(C)(C)C)c1ccccc1, COc1ccc(C=O)c(OC)c1, Cc1ccccc1, O. Yields the product COC(=O)C1OC(c2ccc(OC)cc2OC)N(C(=O)OC(C)(C)C)C1c1ccccc1. As a reaction SMILES: [C:1]([CH3:2])([CH3:3])([CH3:4])[O:5][C:6](=[O:7])[NH:8][CH:9]([CH:10]([C:11](=[O:12])[O:13][CH3:14])[OH:15])[c:16]1[cH:17][cH:18][cH:19][cH:20][cH:21]1.[CH3:22][O:23][c:24]1[c:25]([CH:26]=[O:27])[cH:28][cH:29][c:30]([O:32][CH3:33])[cH:31]1.[CH3:35][c:36]1[cH:37][cH:38][cH:39][cH:40][cH:41]1.[OH2:34]>>[C:1]([CH3:2])([CH3:3])([CH3:4])[O:5][C:6](=[O:7])[N:8]1[CH:9]([c:16]2[cH:17][cH:18][cH:19][cH:20][cH:21]2)[CH:10]([C:11](=[O:12])[O:13][CH3:14])[O:15][CH:26]1[c:25]1[c:24]([O:23][CH3:22])[cH:31][c:30]([O:32][CH3:33])[cH:29][cH:28]1. The reactants are CCC#N, C=CC(=O)N(C)Cc1c(C)[nH]c2ccccc12, CCN(C(C)C)C(C)C, Nc1ncc(Br)cn1, CC(=O)[O-], CC(=O)[O-], CN(C)C=O, [Pd+2], Cc1ccccc1P(c1ccccc1C)c1ccccc1C. Product: Cc1[nH]c2ccccc2c1CN(C)C(=O)C=Cc1cnc(N)nc1. As a reaction SMILES: [C:57](#[N:58])[CH2:59][CH3:60].[CH3:1][N:2]([C:3]([CH:4]=[CH2:5])=[O:6])[CH2:7][c:8]1[c:9]([CH3:17])[nH:10][c:11]2[cH:12][cH:13][cH:14][cH:15][c:16]12.[CH:48]([N:49]([CH:50]([CH3:51])[CH3:52])[CH2:53][CH3:54])([CH3:55])[CH3:56].[NH2:18][c:19]1[n:20][cH:21][c:22]([Br:25])[cH:23][n:24]1.[O-:67][C:68]([CH3:69])=[O:70].[O-:71][C:72]([CH3:73])=[O:74].[O:61]=[CH:62][N:63]([CH3:64])[CH3:65].[Pd+2:66].[c:26]1([CH3:27])[cH:28][cH:29][cH:30][cH:31][c:32]1[P:33]([c:34]1[cH:35][cH:36][cH:37][cH:38][c:39]1[CH3:40])[c:41]1[cH:42][cH:43][cH:44][cH:45][c:46]1[CH3:47]>>[CH3:1][N:2]([C:3]([CH:4]=[CH:5][c:22]1[cH:21][n:20][c:19]([NH2:18])[n:24][cH:23]1)=[O:6])[CH2:7][c:8]1[c:9]([CH3:17])[nH:10][c:11]2[cH:12][cH:13][cH:14][cH:15][c:16]12. Reactants: Example 1 ( C ), N1CCCNCCCNCCC1 (1,5,9-triazacyclododecane), COC(N(C)C)OC (dimethylformamide dimethyl acetal). Product: N12CCCN3CCCN(CCC1)C23 (1,5,9-triazatricyclo[7.3.1.05,13 ]tridecane). Isolated yield 73.1%. RXN SMILES: [NH:1]1[CH2:12][CH2:11][CH2:10][NH:9][CH2:8][CH2:7][CH2:6][NH:5][CH2:4][CH2:3][CH2:2]1.[CH3:13]OC(OC)N(C)C>>[N:1]12[CH:13]3[N:9]([CH2:8][CH2:7][CH2:6][N:5]3[CH2:4][CH2:3][CH2:2]1)[CH2:10][CH2:11][CH2:12]2. Procedure details: In a manner similar to that of Example 1 (C), 5.00 g (29.2 mmol) of 1,5,9-triazacyclododecane and 3.48 g of dimethylformamide dimethyl acetal were reacted to give 3.87 g of 1,5,9-triazatricyclo[7.3.1.05,13 ]tridecane as a clear, colorless liquid, bp 93° (three fractions) (0.35 mm), which solidified on standing at room temperature. One fraction was analyzed. The reactants are COC(=O)C1(CC1)NS(=O)(=O)C1=C(C=CC=C1)Br (methyl-1-(2-bromophenylsulfonamido)cyclopropanecarboxylate), C1CCOC1 (THF), CO (methanol), O[Li].O (LiOH.H2O). Run in O (H2O). Conditions: time 12 hour. The product is BrC1=C(C=CC=C1)S(=O)(=O)NC1(CC1)C(=O)O (1-(2-bromophenylsulfonamido)cyclopropanecarboxylic acid). Isolated yield 98.0%. RXN SMILES: C[O:2][C:3]([C:5]1([NH:8][S:9]([C:12]2[CH:17]=[CH:16][CH:15]=[CH:14][C:13]=2[Br:18])(=[O:11])=[O:10])[CH2:7][CH2:6]1)=[O:4].C1COCC1.CO.O[Li].O>O>[Br:18][C:13]1[CH:14]=[CH:15][CH:16]=[CH:17][C:12]=1[S:9]([NH:8][C:5]1([C:3]([OH:4])=[O:2])[CH2:7][CH2:6]1)(=[O:10])=[O:11] |f:3.4|. Procedure details: methyl-1-(2-bromophenylsulfonamido)cyclopropanecarboxylate (500 mg, 1.49 mmol) was charged, and dissolved through addition of THF (3 ml), and methanol (3 ml). LiOH.H2O dissolved in H2O (3 ml) was added thereto, followed by stirring for 12 hours at room temperature. After stirring for 12 hours, the resultant solution was vacuum-evaporated, acidified with 2N—HCl to pH 2-3, and extracted with EA (×2). The organic layer was dried with MgSO4, and filtered. Through vacuum distillation, the solvent was... Starting materials: C(C)N(C(C)N1C(CNCC1)C1=CC=CC=C1)CC (1-diethylaminoethyl-2-phenyl-piperazine), C(C)(=O)OC=1C(C(=O)Cl)=CC=CC1 (acetyl salicyclic acid chloride). Run in C(C)C(=O)C (methyl ethyl ketone), C(C)C(=O)C (methyl ethyl ketone). Yields the product C(C)N(CC)CCN1C(CN(CC1)C(C1=C(C=CC=C1)OC(C)=O)=O)C1=CC=CC=C1 (4-Diethylaminoethyl-3-phenyl-1-(o-acetoxy benzoyl)piperazine). As a reaction SMILES: C(N(CC)[CH:4]([N:6]1[CH2:11][CH2:10][NH:9][CH2:8][CH:7]1[C:12]1[CH:17]=[CH:16][CH:15]=[CH:14][CH:13]=1)[CH3:5])C.[C:20]([O:23][C:24]1[C:25](=[CH:29][CH:30]=[CH:31][CH:32]=1)[C:26](Cl)=[O:27])(=[O:22])[CH3:21]>C(C(C)=O)C>[CH2:4]([N:6]([CH2:5][CH2:4][N:6]1[CH2:11][CH2:10][N:9]([C:26](=[O:27])[C:25]2[CH:29]=[CH:30][CH:31]=[CH:32][C:24]=2[O:23][C:20](=[O:22])[CH3:21])[CH2:8][CH:7]1[C:12]1[CH:13]=[CH:14][CH:15]=[CH:16][CH:17]=1)[CH2:7][CH3:8])[CH3:5]. Procedure details: 4-Diethylaminoethyl-3-phenyl-1-(o-acetoxy benzoyl)piperazine is prepared by boiling under reflux 15 g. of 1-diethylaminoethyl-2-phenyl-piperazine dissolved in 100 ml. of methyl ethyl ketone with 11 g. of acetyl salicyclic acid chloride dissolved in 50 ml. methyl ethyl ketone, for 6 hours. The solvent is removed by distillation. The residue is dissolved in water. The aqueous solution is extracted with benzene. Ammonia is added to the aqueous layer until its reaction is alkaline and the thus preci... Reactants: C([O-])(O)=O.[Na+] (sodium bicarbonate), BrC=1C=C(C(=NC1)Cl)N (5-Bromo-2-chloropyridin-3-amine), COC1=CC=C(C=C1)S(=O)(=O)Cl (4-methoxybenzene-1-sulfonyl chloride), C[Si](C)(C)[N-][Si](C)(C)C.[Na+] (sodium bis(trimethylsilyl)amide). Solvent: C1CCOC1 (THF). Conditions: time 2 hour. Product: BrC=1C=C(C(=NC1)Cl)NS(=O)(=O)C1=CC=C(C=C1)OC (N-(5-Bromo-2-chloropyridin-3-yl)-4-methoxybenzenesulfonamide). Yield: 81.9%. RXN SMILES: [Br:1][C:2]1[CH:3]=[C:4]([NH2:9])[C:5]([Cl:8])=[N:6][CH:7]=1.C[Si]([N-][Si](C)(C)C)(C)C.[Na+].[CH3:20][O:21][C:22]1[CH:27]=[CH:26][C:25]([S:28](Cl)(=[O:30])=[O:29])=[CH:24][CH:23]=1.C(=O)(O)[O-].[Na+]>C1COCC1>[Br:1][C:2]1[CH:3]=[C:4]([NH:9][S:28]([C:25]2[CH:24]=[CH:23][C:22]([O:21][CH3:20])=[CH:27][CH:26]=2)(=[O:30])=[O:29])[C:5]([Cl:8])=[N:6][CH:7]=1 |f:1.2,4.5|. Reported procedure: 5-Bromo-2-chloropyridin-3-amine (1 g, 4.82 mmol) was dissolved in THF (5.5 ml) and a solution of sodium bis(trimethylsilyl)amide (1M in THF, 14.5 ml, 14.5 mmol) was added dropwise. Ten minutes later, 4-methoxybenzene-1-sulfonyl chloride (3 g, 14.5 mmol) was added and the reaction mixture stirred for 2 h. A saturated solution of sodium bicarbonate was then added dropwise and the reaction mixture extracted with dichloromethane (×3). The organic phase was dried over magnesium sulphate, filtered and...